The task is: describe an organic reaction: reactants, conditions, products, and yield. This data is from the Open Reaction Database (ORD), a public repository of structured organic reaction records. As a reaction SMILES: [C:1]1(=[O:20])[N:5]([C@@H:6]([CH2:10][CH2:11][CH2:12][CH2:13][OH:14])[C:7]([OH:9])=[O:8])[C:4](=[O:15])[C:3]2=[CH:16][CH:17]=[CH:18][CH:19]=[C:2]12.[C:21](=O)([O-])[O-].[Cs+].[Cs+].CI>CN(C)C=O.C(OCC)(=O)C>[C:4]1(=[O:15])[N:5]([C@@H:6]([CH2:10][CH2:11][CH2:12][CH2:13][OH:14])[C:7]([O:9][CH3:21])=[O:8])[C:1](=[O:20])[C:2]2=[CH:19][CH:18]=[CH:17][CH:16]=[C:3]12 |f:1.2.3|. Run in C(C)(=O)OCC (ethyl acetate), CN(C=O)C (dimethylformamide). Yield: 196.0%. Procedure: A slurry of (S)-2-phthalimido-6-hydroxyhexanoic acid (3.752 g., 13.5 mmol.) and cesium carbonate (2.178 g., 6.7 mmol.) in dimethylformamide (44 ml.) was treated with methyl iodide (3.0 ml., 6.84 g., 48.2 mmol.). After stirring at room temperature for 2 hours, the mixture was diluted with ethyl acetate and washed successively with water containing a small amount of sodium bisulfite, water, 50% saturated sodium bicarbonate, and brine, then dried (sodium sulfate), filtered and stripped to give the ... Starting materials: C1(C=2C(C(N1[C@H](C(=O)O)CCCCO)=O)=CC=CC2)=O ((S)-2-phthalimido-6-hydroxyhexanoic acid), C([O-])([O-])=O.[Cs+].[Cs+] (cesium carbonate), CI (methyl iodide). Product: C1(C=2C(C(N1[C@H](C(=O)OC)CCCCO)=O)=CC=CC2)=O ((S)-2-Phthalimido-6-hydroxyhexanoic acid, methyl ester). Reaction conditions: time 2 hour. Reactants: C(C)C(COP(OCC(CCCC)CC)(O)=O)CCCC (di(2-ethylhexyl)phosphoric acid), C(CN(CC(=O)[O-])CC(=O)[O-])N(CCO)CC(=O)[O-].[Na+].[Na+].[Na+] (trisodium N-(2-hydroxyethyl)ethylenediaminetriacetate), alkali metal, ammonium carboxylate. Run in O (water), kerosene, carboxylic acid. The product is carboxylic acid, C(CN(CC(=O)O)CC(=O)O)N(CCO)CC(=O)O (N-(2-hydroxyethyl)ethylenediaminetriacetic acid). As a reaction SMILES: [CH2:1]([N:12]([CH2:16][C:17]([O-:19])=[O:18])[CH2:13][CH2:14][OH:15])[CH2:2][N:3]([CH2:8][C:9]([O-:11])=[O:10])[CH2:4][C:5]([O-:7])=[O:6].[Na+].[Na+].[Na+].C(C(CCCC)COP(=O)(O)OCC(CC)CCCC)C>O>[CH2:1]([N:12]([CH2:16][C:17]([OH:19])=[O:18])[CH2:13][CH2:14][OH:15])[CH2:2][N:3]([CH2:4][C:5]([OH:7])=[O:6])[CH2:8][C:9]([OH:11])=[O:10] |f:0.1.2.3|. Procedure: A carboxylic acid is prepared by contacting an aqueous solution of the alkali metal or ammonium carboxylate with a liquid cation exchange agent dissolved in an organic solvent in which the carboxylic acid is substantially water immiscible. As an example, an aqueous solution of trisodium N-(2-hydroxyethyl)ethylenediaminetriacetate is contacted with di(2-ethylhexyl)phosphoric acid in kerosene to thereby form N-(2-hydroxyethyl)ethylenediaminetriacetic acid in the aqueous solution. Reactants: ClC1=NC=2C=CC=CC2C=2N1C=NN2 (5-chloro-1,2,4-triazolo[4,3-c]quinazoline), C1(CC1)C1=NC(=NO1)C[N+]#[C-] (5-cyclopropyl-3-isocyanomethyl-1,2,4-oxadiazole), CC(C)([O-])C.[K+] (potassium tert-butoxide). The solvent is CN(C)C=O (DMF), CN(C)C=O (DMF). Yields the product C1(CC1)C1=NC(=NO1)C=1N=CN2C1N1C(C=3C=CC=CC23)=NN=C1 (5-(5-cyclopropyl-1,2,4-oxadiazol-3-yl)-imidazo[1,5-a]-1,2,4-triazolo[4,3-c]quinazoline). RXN SMILES: Cl[C:2]1[N:11]2[CH:12]=[N:13][N:14]=[C:10]2[C:9]2[CH:8]=[CH:7][CH:6]=[CH:5][C:4]=2[N:3]=1.[CH:15]1([C:18]2[O:22][N:21]=[C:20]([CH2:23][N+:24]#[C-:25])[N:19]=2)[CH2:17][CH2:16]1.CC(C)([O-])C.[K+]>CN(C=O)C>[CH:15]1([C:18]2[O:22][N:21]=[C:20]([C:23]3[N:24]=[CH:25][N:3]4[C:4]5[CH:5]=[CH:6][CH:7]=[CH:8][C:9]=5[C:10]5=[N:14][N:13]=[CH:12][N:11]5[C:2]=34)[N:19]=2)[CH2:17][CH2:16]1 |f:2.3|. Procedure details: To a stirred slurry of 5-chloro-1,2,4-triazolo[4,3-c]quinazoline (3.5 g, 17 mmol) in 40 ml of dry DMF at 10° C. was first added 5-cyclopropyl-3-isocyanomethyl-1,2,4-oxadiazole (purity 80%, 3.4 g, 18 mmol) and then a solution of potassium tert-butoxide (2.55 g, 23 mmol) in 40 ml of DMF, allowing the temperature to rise to room temperature. After 1/2 h the mixture was filtered and the filter cake washed with water and finally with ether and dried, giving the title compound as colorless crystals, m... The reactants are CC1(OCCO1)C1=CC=C(O1)CN1N=C(C=C1)N (1-[5-(2-methyl-[1,3]dioxolan-2-yl)-furan-2-ylmethyl]-1H-pyrazol-3-ylamine), FC1=C(C=CC=C1)C1=C(N=CS1)C(=O)O (5-(2-fluoro-phenyl)-thiazole-4-carboxylic acid). The product is C(C)(=O)C1=CC=C(O1)CN1N=C(C=C1)NC(=O)C=1N=CSC1C1=C(C=CC=C1)F (5-(2-Fluoro-phenyl)-thiazole-4-carboxylic acid [1-(5-acetyl-furan-2-ylmethyl)-1H-pyrazol-3-yl]-amide). As a reaction SMILES: [CH3:1][C:2]1([C:7]2[O:11][C:10]([CH2:12][N:13]3[CH:17]=[CH:16][C:15]([NH2:18])=[N:14]3)=[CH:9][CH:8]=2)[O:6]CCO1.[F:19][C:20]1[CH:25]=[CH:24][CH:23]=[CH:22][C:21]=1[C:26]1[S:30][CH:29]=[N:28][C:27]=1[C:31](O)=[O:32]>>[C:2]([C:7]1[O:11][C:10]([CH2:12][N:13]2[CH:17]=[CH:16][C:15]([NH:18][C:31]([C:27]3[N:28]=[CH:29][S:30][C:26]=3[C:21]3[CH:22]=[CH:23][CH:24]=[CH:25][C:20]=3[F:19])=[O:32])=[N:14]2)=[CH:9][CH:8]=1)(=[O:6])[CH3:1]. Reported procedure: Following general procedure B followed by either C or D, starting from 1-[5-(2-methyl-[1,3]dioxolan-2-yl)-furan-2-ylmethyl]-1H-pyrazol-3-ylamine and 5-(2-fluoro-phenyl)-thiazole-4-carboxylic acid. Starting materials: CC(C)(C)n1nccc1Nc1cccc(CC2(c3n[nH]c(=O)o3)CCNCC2)n1, CCN=C=NCCCN(C)C, O=C(O)c1cccc(Cl)c1F, Cl, Cl, Cl, c1ccncc1. Product: CC(C)(C)n1nccc1Nc1cccc(CC2(c3n[nH]c(=O)o3)CCN(C(=O)c3cccc(Cl)c3F)CC2)n1. RXN SMILES: [C:3]([CH3:4])([CH3:5])([CH3:6])[n:7]1[n:8][cH:9][cH:10][c:11]1[NH:12][c:13]1[cH:14][cH:15][cH:16][c:17]([CH2:19][C:20]2([c:26]3[n:27][nH:28][c:29](=[O:31])[o:30]3)[CH2:21][CH2:22][NH:23][CH2:24][CH2:25]2)[n:18]1.[CH3:44][N:45]([CH3:46])[CH2:47][CH2:48][CH2:49][N:50]=[C:51]=[N:52][CH2:53][CH3:54].[Cl:32][c:33]1[c:34]([F:42])[c:35]([C:36](=[O:37])[OH:38])[cH:39][cH:40][cH:41]1.[ClH:1].[ClH:2].[ClH:43].[cH:55]1[cH:56][cH:57][n:58][cH:59][cH:60]1>>[C:3]([CH3:4])([CH3:5])([CH3:6])[n:7]1[n:8][cH:9][cH:10][c:11]1[NH:12][c:13]1[cH:14][cH:15][cH:16][c:17]([CH2:19][C:20]2([c:26]3[n:27][nH:28][c:29](=[O:31])[o:30]3)[CH2:21][CH2:22][N:23]([C:36]([c:35]3[c:34]([F:42])[c:33]([Cl:32])[cH:41][cH:40][cH:39]3)=[O:37])[CH2:24][CH2:25]2)[n:18]1. Starting materials: solid, Cl.Cl.O1C=C(C=C2C1=CC=C2)C2N(CCCC2)CC[C@@H]2CC[C@H](CC2)N (trans-4-[2-(4-benzofuran-3-yl-piperidin-1-yl)-ethyl]-cyclohexylamine dihydrochloride), Cl.Cl.O1C=C(C=C2C1=CC=C2)C2N(CCCC2)CC[C@@H]2CC[C@H](CC2)N (trans-4-[2-(4-benzofuran-3-yl-piperidin-1-yl)-ethyl]-cyclohexylamine dihydrochloride), C(CC)(=O)O (propionic acid). Product: O1C=C(C=C2C1=CC=C2)C2N(CCCC2)CC[C@@H]2CC[C@H](CC2)NC(CC)=O (trans-N-{4-[2-(4-Benzofuran-3-yl-piperidin-1-yl)-ethyl]-cyclohexyl}-propionamide). As a reaction SMILES: Cl.Cl.[O:3]1[C:8]2=[CH:9][CH:10]=[CH:11][C:7]2=[CH:6][C:5]([CH:12]2[CH2:17][CH2:16][CH2:15][CH2:14][N:13]2[CH2:18][CH2:19][C@H:20]2[CH2:25][CH2:24][C@H:23]([NH2:26])[CH2:22][CH2:21]2)=[CH:4]1.[C:27](O)(=[O:30])[CH2:28][CH3:29]>>[O:3]1[C:8]2=[CH:9][CH:10]=[CH:11][C:7]2=[CH:6][C:5]([CH:12]2[CH2:17][CH2:16][CH2:15][CH2:14][N:13]2[CH2:18][CH2:19][C@H:20]2[CH2:21][CH2:22][C@H:23]([NH:26][C:27](=[O:30])[CH2:28][CH3:29])[CH2:24][CH2:25]2)=[CH:4]1 |f:0.1.2|. Procedure details: The title compound, yellow solid (61 mg, 64%), MS (ISP) m/z=383.4 [(M+H)+], mp 162° C., was prepared in accordance with the general method of example 1 from trans-4-[2-(4-benzofuran-3-yl-piperidin-1-yl)-ethyl]-cyclohexylamine dihydrochloride (intermediate A) (100 mg, 0.25 mmol) and propionic acid. Conditions: temperature 70 celsius, time 6 hour. The solvent is C(C)(=O)O (acetic acid). Procedure details: 305 g (0.85 mol) of benzyl 4-(2-(pyrimidin-2-ylcarbamoyl)vinyl)benzoate were hydrogenated in a 20 l Būchi autoclave in 8 l of 20% aqueous acetic acid in the presence of 25 g of 10% palladium/charcoal at, 40° C. under a hydrogen pressure of 2 bar. After 6 h and uptake of 65.76 l of hydrogen the reaction was finished. After standing overnight the mixture was warmed to 70° C. and the catalyst filtered off. The autoclave was washed with 3 l of 20% aqueous acetic acid at 70° C. The catalyst was washe... RXN SMILES: [N:1]1[CH:6]=[CH:5][CH:4]=[N:3][C:2]=1[NH:7][C:8]([CH:10]=[CH:11][C:12]1[CH:27]=[CH:26][C:15]([C:16]([O:18]CC2C=CC=CC=2)=[O:17])=[CH:14][CH:13]=1)=[O:9].[H][H]>C(O)(=O)C.[Pd]>[NH:3]1[CH2:4][CH2:5][CH2:6][N:1]=[C:2]1[NH:7][C:8]([CH2:10][CH2:11][C:12]1[CH:27]=[CH:26][C:15]([C:16]([OH:18])=[O:17])=[CH:14][CH:13]=1)=[O:9]. The reactants are N1=C(N=CC=C1)NC(=O)C=CC1=CC=C(C(=O)OCC2=CC=CC=C2)C=C1 (benzyl 4-(2-(pyrimidin-2-ylcarbamoyl)vinyl)benzoate), [H][H] (hydrogen). Yields the product N1C(=NCCC1)NC(=O)CCC1=CC=C(C(=O)O)C=C1 (4-(2-(1,4,5,6-Tetrahydropyrimidin-2-ylcarbamoyl)ethyl)benzoic Acid). The reagents and catalysts are [Pd] (palladium/charcoal).